This data is from the Open Reaction Database (ORD), a public repository of structured organic reaction records. The task is: describe an organic reaction: reactants, conditions, products, and yield Starting materials: CC(=O)[O-], CCO, CCOC(C)=O, COC(=O)c1ccc(Cl)c([N+](=O)[O-])c1, Nc1ccc(S)cc1, [Na+]. Yields the product COC(=O)c1ccc(Sc2ccc(N)cc2)c([N+](=O)[O-])c1. Reaction SMILES: [CH3:24][C:25](=[O:26])[O-:27].[CH3:28][CH2:29][OH:30].[CH3:31][CH2:32][O:33][C:34](=[O:35])[CH3:36].[Cl:1][c:2]1[c:3]([N+:12](=[O:13])[O-:14])[cH:4][c:5]([C:6](=[O:7])[O:8][CH3:9])[cH:10][cH:11]1.[NH2:15][c:16]1[cH:17][cH:18][c:19]([SH:22])[cH:20][cH:21]1.[Na+:23]>>[c:2]1([S:22][c:19]2[cH:18][cH:17][c:16]([NH2:15])[cH:21][cH:20]2)[c:3]([N+:12](=[O:13])[O-:14])[cH:4][c:5]([C:6](=[O:7])[O:8][CH3:9])[cH:10][cH:11]1. The reactants are CNc1nnc(S(C)(=O)=O)s1, O=C(Cl)Cl, c1ccccc1. Yields the product CN(C(=O)Cl)c1nnc(S(C)(=O)=O)s1. As a reaction SMILES: [CH3:1][S:2](=[O:3])(=[O:4])[c:5]1[s:6][c:7]([NH:10][CH3:11])[n:8][n:9]1.[Cl:12][C:13]([Cl:14])=[O:15].[cH:16]1[cH:17][cH:18][cH:19][cH:20][cH:21]1>>[CH3:1][S:2](=[O:3])(=[O:4])[c:5]1[s:6][c:7]([N:10]([CH3:11])[C:13]([Cl:12])=[O:15])[n:8][n:9]1. Starting materials: COC(Cl)Cl, COc1ccc(-c2c[nH]c(C3CC3)n2)c(OC)c1, [Cl-], [Cl-], [Cl-], [Cl-], [Ti+4]. Reaction SMILES: [CH3:19][O:20][CH:21]([Cl:22])[Cl:23].[CH:1]1([c:4]2[nH:5][cH:6][c:7](-[c:9]3[c:10]([O:17][CH3:18])[cH:11][c:12]([O:15][CH3:16])[cH:13][cH:14]3)[n:8]2)[CH2:2][CH2:3]1.[Cl-:24].[Cl-:25].[Cl-:26].[Cl-:27].[Ti+4:28]>>[CH:1]1([c:4]2[nH:5][cH:6][c:7](-[c:9]3[c:10]([O:17][CH3:18])[cH:11][c:12]([O:15][CH3:16])[c:13]([CH:19]=[O:20])[cH:14]3)[n:8]2)[CH2:2][CH2:3]1. The product is COc1cc(OC)c(-c2c[nH]c(C3CC3)n2)cc1C=O.